Dataset: the Open Reaction Database (ORD), a public repository of structured organic reaction records. Task: describe an organic reaction: reactants, conditions, products, and yield Starting materials: FC1=CC=C(C=C1)C=1C(C(CC(C1)(C)C)(C)C)C=O (2-(4-Fluorophenyl)-4,4,6,6-tetramethylcyclohex-2-ene-1-carboxaldehyde), N12CCCN=C2CCC1 (1,5-diazabicyclo-[4,3,0]-non-5-ene). Solvent: CCOCC (ether), C1CCOC1 (THF), C(C)O (ethanol). Conditions: time 50 hour. Product: FC1=CC=C(C=C1)C1=C(C(CC(C1)(C)C)(C)C)C=O (2-(4-Fluorophenyl)-4,4,6,6-tetramethylcyclohex-1-ene-1-carboxaldehyde). As a reaction SMILES: [F:1][C:2]1[CH:7]=[CH:6][C:5]([C:8]2[CH:9]([CH:18]=[O:19])[C:10]([CH3:17])([CH3:16])[CH2:11][C:12]([CH3:15])([CH3:14])[CH:13]=2)=[CH:4][CH:3]=1.N12CCCC1=NCCC2>C1COCC1.C(O)C.CCOCC>[F:1][C:2]1[CH:3]=[CH:4][C:5]([C:8]2[CH2:13][C:12]([CH3:14])([CH3:15])[CH2:11][C:10]([CH3:17])([CH3:16])[C:9]=2[CH:18]=[O:19])=[CH:6][CH:7]=1. Reported procedure: The aldehyde obtained in Step 5 (130 g, 50 mmoles) was dissolved in a solution of 50 ml of THF and 50 ml of ethanol. To this solution was added 0.62 ml (5 mmoles) of 1,5-diazabicyclo-[4,3,0]-non-5-ene and the reaction mixture stirred at room temperature for 50 hours. The reaction mixture then was diluted with ether and extracted with dilute HCl, saturated NaHCO3, and brine. The solvents were evaporated in vacuo and the residue purified by flash chromatography on silica gel. Reactants: BrC=1C(N(C=C(N1)Br)C=1C=C(C(=O)OC)C=CC1C)=O (3-(3,5-dibromo-2-oxo-2H-pyrazin-1-yl)-4-methyl-benzoic acid, methyl ester), C(C)(C)N(C(C)C)CC (N,N-diisopropylethylamine), C1(=CC=CC=C1)CN (benzenemethanamine), C1(CC1)N (cyclopropylamine), C1(CCCC1)[Mg]Br (cyclopentylmagnesium bromide), [Cl-].[NH4+] (ammonium chloride). Run in C(C)O (ethanol), O1CCCC1 (tetrahydrofuran). The product is C(#N)C=1N=C(C(N(C1)C=1C=C(C(=O)NC2CC2)C=CC1C)=O)NCC1=CC=CC=C1 (3-[5-Cyano-2-oxo-3-[(phenylmethyl)amino]-1(2H)-pyrazinyl]-N-cyclopropyl-4-methyl-benzamide). Reaction SMILES: Br[C:2]1[C:3](=[O:20])[N:4]([C:9]2[CH:10]=[C:11]([CH:16]=[CH:17][C:18]=2[CH3:19])[C:12]([O:14]C)=O)[CH:5]=[C:6](Br)[N:7]=1.C([N:24](CC)[CH:25]([CH3:27])[CH3:26])(C)C.[C:30]1([CH2:36][NH2:37])[CH:35]=[CH:34][CH:33]=[CH:32][CH:31]=1.[CH:38]1([NH2:41])CC1.C1([Mg]Br)CCCC1.[Cl-].[NH4+]>O1CCCC1.C(O)C>[C:38]([C:6]1[N:7]=[C:2]([NH:37][CH2:36][C:30]2[CH:35]=[CH:34][CH:33]=[CH:32][CH:31]=2)[C:3](=[O:20])[N:4]([C:9]2[CH:10]=[C:11]([CH:16]=[CH:17][C:18]=2[CH3:19])[C:12]([NH:24][CH:25]2[CH2:26][CH2:27]2)=[O:14])[CH:5]=1)#[N:41] |f:5.6|. Procedure: To a stirred solution of 3-(3,5-dibromo-2-oxo-2H-pyrazin-1-yl)-4-methyl-benzoic acid, methyl ester (Example 1b, 0.4 g) in tetrahydrofuran (2 mL) within a microwave vial was added N,N-diisopropylethylamine (330 μL) and benzenemethanamine (150 μL). The reaction was stirred overnight before the addition of cyclopropylamine (0.5 mL) and cyclopentylmagnesium bromide (2M in diethyl ether, 3 mL) dropwise. The reaction was stirred for 30 minutes before ethanol (2 mL) was added followed by ammonium chlor...